From a dataset of the Open Reaction Database (ORD), a public repository of structured organic reaction records. describe an organic reaction: reactants, conditions, products, and yield The reactants are C(C1=CC=CC=C1)OC1=CC(N(C=C1)C=1C=CC=2C3=C(N(C2C1)C)CCN(C3)C(=O)OC(C)(C)C)=O (tert-butyl 7-(4-(benzyloxy)-2-oxopyridin-1(2H)-yl)-5-methyl-3,4-dihydro-1H-pyrido[4,3-b]indole-2(5H)-carboxylate), C(=O)[O-].[NH4+] (ammonium formate). Reagents/catalysts: [Pd] (Pd/C). Solvent: CO (CH3OH). Run at temperature 90 celsius. Yields the product OC1=CC(N(C=C1)C=1C=CC=2C3=C(N(C2C1)C)CCN(C3)C(=O)OC(C)(C)C)=O (tert-butyl 7-(4-hydroxy-2-oxopyridin-1(2H)-yl)-5-methyl-3,4-dihydro-1H-pyrido[4,3-b]indole-2(5H)-carboxylate). Reaction SMILES: C([O:8][C:9]1[CH:14]=[CH:13][N:12]([C:15]2[CH:16]=[CH:17][C:18]3[C:19]4[CH2:28][N:27]([C:29]([O:31][C:32]([CH3:35])([CH3:34])[CH3:33])=[O:30])[CH2:26][CH2:25][C:20]=4[N:21]([CH3:24])[C:22]=3[CH:23]=2)[C:11](=[O:36])[CH:10]=1)C1C=CC=CC=1.C([O-])=O.[NH4+]>CO.[Pd]>[OH:8][C:9]1[CH:14]=[CH:13][N:12]([C:15]2[CH:16]=[CH:17][C:18]3[C:19]4[CH2:28][N:27]([C:29]([O:31][C:32]([CH3:34])([CH3:33])[CH3:35])=[O:30])[CH2:26][CH2:25][C:20]=4[N:21]([CH3:24])[C:22]=3[CH:23]=2)[C:11](=[O:36])[CH:10]=1 |f:1.2|. Procedure details: To a solution of tert-butyl 7-(4-(benzyloxy)-2-oxopyridin-1(2H)-yl)-5-methyl-3,4-dihydro-1H-pyrido[4,3-b]indole-2(5H)-carboxylate (0.98 g, 2.0 mmol) in CH3OH (30 mL) was added 5% Pd/C (0.3 g) and ammonium formate (0.32 g, 5 mmol) under Ar atmosphere. The reaction mixture was heated to 90° C. and stirred at 90° C. until the reaction was complete. After it was cooled, the reaction mixture was filtered through a layer of Celite. The solvent was concentrated to give tert-butyl 7-(4-hydroxy-2-oxopyri...